From a dataset of the Open Reaction Database (ORD), a public repository of structured organic reaction records. describe an organic reaction: reactants, conditions, products, and yield Reactants: C(C)(C)(C)OC(=O)N1CC=2N=CN=C(C2CC1)OC=1C=C2C=CN(C2=CC1)C(NC1=CC(=CC(=C1)C(F)(F)F)C#N)=O (4-[1-(3-cyano-5-trifluoromethyl-phenylcarbamoyl)-1H-indol-5-yloxy]-5,8-dihydro-6H-pyrido[3,4-d]pyrimidine-7-carboxylic acid tert-butyl ester). Solvent: C(Cl)Cl (DCM), C(=O)(C(F)(F)F)O (TFA). Yields the product C(#N)C=1C=C(C=C(C1)C(F)(F)F)NC(=O)N1C=CC2=CC(=CC=C12)OC=1C2=C(N=CN1)CNCC2 (5-(5,6,7,8-Tetrahydro-pyrido[3,4-d]pyrimidin-4-yloxy)-indole-1-carboxylic acid (3-cyano-5-trifluoromethyl-phenyl)-amide). As a reaction SMILES: C(OC([N:8]1[CH2:17][CH2:16][C:15]2[C:14]([O:18][C:19]3[CH:20]=[C:21]4[C:25](=[CH:26][CH:27]=3)[N:24]([C:28](=[O:42])[NH:29][C:30]3[CH:35]=[C:34]([C:36]([F:39])([F:38])[F:37])[CH:33]=[C:32]([C:40]#[N:41])[CH:31]=3)[CH:23]=[CH:22]4)=[N:13][CH:12]=[N:11][C:10]=2[CH2:9]1)=O)(C)(C)C>C(Cl)Cl.C(O)(C(F)(F)F)=O>[C:40]([C:32]1[CH:31]=[C:30]([NH:29][C:28]([N:24]2[C:25]3[C:21](=[CH:20][C:19]([O:18][C:14]4[C:15]5[CH2:16][CH2:17][NH:8][CH2:9][C:10]=5[N:11]=[CH:12][N:13]=4)=[CH:27][CH:26]=3)[CH:22]=[CH:23]2)=[O:42])[CH:35]=[C:34]([C:36]([F:38])([F:39])[F:37])[CH:33]=1)#[N:41]. Procedure: A solution of 4-[1-(3-cyano-5-trifluoromethyl-phenylcarbamoyl)-1H-indol-5-yloxy]-5,8-dihydro-6H-pyrido[3,4-d]pyrimidine-7-carboxylic acid tert-butyl ester (132 mg, 0.28 mmol) in DCM (2 mL) and TFA (2 mL) is stirred at room temperature for 2 h. The reaction is concentrated in vacuo and purified via semi-prep HPLC (C18; 10-100% I/H2O with 0.1% NH4OH) to give the title compound. MS (ESI) m/z 479.0 (M+1); 1H NMR (400 MHz, DMSO-d6) δ ppm 8.38-8.42 (m, 2 H), 8.35 (s, 1 H), 8.28 (d, J=8.8 Hz, 1 H), 8.0... The reactants are NC1=C(CNC2CCN(CC2)CC2=CC=CC=C2)C=CC(=C1)OC (2-amino-4-methoxy-N-(1-phenylmethyl-4-piperidinyl)-benzylamine), N,N′-carbonyldiimidazole, CN(C=O)C (dimethylformamide), ice water, [K+].[Br-] (KBr). The solvent is C(C)(C)(C)OC (tert-butylmethylether). Conditions: temperature 90 celsius, time 2.5 hour. Product: COC1=CC=C2CN(C(NC2=C1)=O)C1CCN(CC1)CC1=CC=CC=C1 (3,4-dihydro-7-methoxy-3-(1-phenylmethyl-4-piperidinyl)-2(1H)-quinazolinone). RXN SMILES: [NH2:1][C:2]1[CH:22]=[C:21]([O:23][CH3:24])[CH:20]=[CH:19][C:3]=1[CH2:4][NH:5][CH:6]1[CH2:11][CH2:10][N:9]([CH2:12][C:13]2[CH:18]=[CH:17][CH:16]=[CH:15][CH:14]=2)[CH2:8][CH2:7]1.CN(C)[CH:27]=[O:28].[K+].[Br-]>C(OC)(C)(C)C>[CH3:24][O:23][C:21]1[CH:22]=[C:2]2[C:3]([CH2:4][N:5]([CH:6]3[CH2:11][CH2:10][N:9]([CH2:12][C:13]4[CH:18]=[CH:17][CH:16]=[CH:15][CH:14]=4)[CH2:8][CH2:7]3)[C:27](=[O:28])[NH:1]2)=[CH:19][CH:20]=1 |f:2.3|. Procedure details: A mixture of 2.5 g (7.682 mmol) of 2-amino-4-methoxy-N-(1-phenylmethyl-4-piperidinyl)-benzylamine, 1.62 g (10 mmol) of N,N′-carbonyldiimidazole, and 25 mL of dimethylformamide was heated to 90° C. with stirring for 2.5 hours. After cooling, the mixture was stirred into 100 mL of ice water, the suspension formed was overlaid with 10 mL of tert-butylmethylether, the precipitate formed was suction filtered, washed with water, and then with tert-butylmethylether. After drying in vacuo, 1.9 g (70% of... Starting materials: CN(C)Cc1cnnn1-c1cccc(C(=O)CC(=O)Nc2cc(Cl)c(N(C)C)cc2NC(=O)OC(C)(C)C)c1, ClCCl, O=C(O)C(F)(F)F. Yields the product CN(C)Cc1cnnn1-c1cccc(C2=Nc3cc(N(C)C)c(Cl)cc3NC(=O)C2)c1. RXN SMILES: [C:1]([O:2][C:3](=[O:4])[NH:7][c:8]1[c:9]([NH:18][C:19]([CH2:20][C:21](=[O:5])[c:23]2[cH:24][c:25](-[n:29]3[n:30][n:31][cH:32][c:33]3[CH2:34][N:35]([CH3:36])[CH3:37])[cH:26][cH:27][cH:28]2)=[O:38])[cH:10][c:11]([Cl:17])[c:12]([N:14]([CH3:15])[CH3:16])[cH:13]1)([CH3:6])([CH3:22])[CH3:39].[Cl:47][CH2:48][Cl:49].[F:40][C:41]([F:42])([F:43])[C:44]([OH:45])=[O:46]>>[N:7]1=[C:21]([c:23]2[cH:24][c:25](-[n:29]3[n:30][n:31][cH:32][c:33]3[CH2:34][N:35]([CH3:36])[CH3:37])[cH:26][cH:27][cH:28]2)[CH2:20][C:19](=[O:38])[NH:18][c:9]2[c:8]1[cH:13][c:12]([N:14]([CH3:15])[CH3:16])[c:11]([Cl:17])[cH:10]2.